This data is from the Open Reaction Database (ORD), a public repository of structured organic reaction records. The task is: describe an organic reaction: reactants, conditions, products, and yield Reactants: C1(CCC1)N[C@@H]1[C@H](CCC1)NC(OC(C)(C)C)=O (tert-butyl N-[(1S,2S)-2-(cyclobutylamino)cyclopentyl]carbamate), CCN(C(C)C)C(C)C (DIPEA), COC1=C(C(=O)Cl)C(=CC=C1)OC (2,6-dimethoxybenzoyl chloride). Solvent: C(Cl)Cl (DCM). Reaction conditions: time 1 hour. Product: C1(CCC1)N(C(C1=C(C=CC=C1OC)OC)=O)[C@@H]1[C@H](CCC1)NC(OC(C)(C)C)=O (tert-Butyl N-[(1S,2S)-2-(N-cyclobutyl-2,6-dimethoxybenzamido)cyclopentyl]carbamate). Reaction SMILES: [CH:1]1([NH:5][C@H:6]2[CH2:10][CH2:9][CH2:8][C@@H:7]2[NH:11][C:12](=[O:18])[O:13][C:14]([CH3:17])([CH3:16])[CH3:15])[CH2:4][CH2:3][CH2:2]1.CCN(C(C)C)C(C)C.[CH3:28][O:29][C:30]1[CH:38]=[CH:37][CH:36]=[C:35]([O:39][CH3:40])[C:31]=1[C:32](Cl)=[O:33]>C(Cl)Cl>[CH:1]1([N:5]([C@H:6]2[CH2:10][CH2:9][CH2:8][C@@H:7]2[NH:11][C:12](=[O:18])[O:13][C:14]([CH3:15])([CH3:17])[CH3:16])[C:32](=[O:33])[C:31]2[C:35]([O:39][CH3:40])=[CH:36][CH:37]=[CH:38][C:30]=2[O:29][CH3:28])[CH2:2][CH2:3][CH2:4]1. Reported procedure: To a solution of tert-butyl N-[(1S,2S)-2-(cyclobutylamino)cyclopentyl]carbamate (400 mg, 1.573 mmol) in dry DCM (5.3 ml) was added DIPEA (1.3 ml, 7.86 mmol) and 2,6-dimethoxybenzoyl chloride (CAS number 1989-53-3; 473 mg, 2.359 mmol). The reaction was stirred at room temperature for 1 hour and was then partitioned between DCM and water, filtered through a hydrophobic frit and concentrated in vacuo. This was then purified by column chromatography (basic silica, 0-100% ethyl acetate/petrol) to aff... Reactants: C(#N)CNC([C@@H](NC1=NON=C1C1=CC=C(C=C1)N1CCN(CC1)C(=O)OC(C)(C)C)CC(C)C)=O (N1-(cyanomethyl)-N2-(4-{4-[4-(tert-butoxycarbonyl)piperazin-1-yl]phenyl}-1,2,5-oxadiazol-3-yl)leucinamide), CS(=O)(=O)O (MeSO3H), C(=O)(O)[O-].[Na+] (NaHCO3). Solvent: C1CCOC1 (THF). Run at time 8 hour. Product: C(#N)CNC([C@@H](NC1=NON=C1C1=CC=C(C=C1)N1CCNCC1)CC(C)C)=O (N1-(cyanomethyl)-N2-[4-(4-piperazin-1-ylphenyl)-1,2,5-oxadiazol-3-yl]leucinamide). As a reaction SMILES: [C:1]([CH2:3][NH:4][C:5](=[O:36])[C@H:6]([CH2:32][CH:33]([CH3:35])[CH3:34])[NH:7][C:8]1[C:12]([C:13]2[CH:18]=[CH:17][C:16]([N:19]3[CH2:24][CH2:23][N:22](C(OC(C)(C)C)=O)[CH2:21][CH2:20]3)=[CH:15][CH:14]=2)=[N:11][O:10][N:9]=1)#[N:2].CS(O)(=O)=O.C([O-])(O)=O.[Na+]>C1COCC1>[C:1]([CH2:3][NH:4][C:5](=[O:36])[C@H:6]([CH2:32][CH:33]([CH3:34])[CH3:35])[NH:7][C:8]1[C:12]([C:13]2[CH:14]=[CH:15][C:16]([N:19]3[CH2:20][CH2:21][NH:22][CH2:23][CH2:24]3)=[CH:17][CH:18]=2)=[N:11][O:10][N:9]=1)#[N:2] |f:2.3|. Procedure details: To N1-(cyanomethyl)-N2-(4-{4-[4-(tert-butoxycarbonyl)piperazin-1-yl]phenyl}-1,2,5-oxadiazol-3-yl)leucinamide (170 mg, 0.33 mmol) in dry THF (1 mL) under dry nitrogen was gradually added a total of 6 equivalents of MeSO3H (120 μL, 2.0 mmol) over a period of 2 hours in portions of 2 equivalents at a time and the reaction mixture stirred overnight. Aqueous sat. NaHCO3 was added carefully and the product extracted with EtOAc (2×), dried over Na2SO4, concentrated in vacuo and purified by flash chroma...